Dataset: the Open Reaction Database (ORD), a public repository of structured organic reaction records. Task: describe an organic reaction: reactants, conditions, products, and yield Starting materials: CCO, O=C1CCC(c2ccc(NC(=O)CCCl)cc2)=NN1, NCCc1ccccc1. As a reaction SMILES: [CH3:29][CH2:30][OH:31].[Cl:1][CH2:2][CH2:3][C:4](=[O:5])[NH:6][c:7]1[cH:8][cH:9][c:10]([C:13]2=[N:18][NH:17][C:16](=[O:19])[CH2:15][CH2:14]2)[cH:11][cH:12]1.[NH2:20][CH2:21][CH2:22][c:23]1[cH:24][cH:25][cH:26][cH:27][cH:28]1>>[CH2:2]([CH2:3][C:4](=[O:5])[NH:6][c:7]1[cH:8][cH:9][c:10]([C:13]2=[N:18][NH:17][C:16](=[O:19])[CH2:15][CH2:14]2)[cH:11][cH:12]1)[NH:20][CH2:21][CH2:22][c:23]1[cH:24][cH:25][cH:26][cH:27][cH:28]1.[ClH:1]. Product: O=C1CCC(c2ccc(NC(=O)CCNCCc3ccccc3)cc2)=NN1, Cl. The reactants are C1(=CC=CC=C1)S(=O)(=O)N1C=C(C=2C1=NC=C(C2)C2=CC=C(C=C2)N(C)C)B2OC(C(O2)(C)C)(C)C ({4-[1-Benzenesulfonyl-3-(4,4,5,5-tetramethyl-[1,3,2]dioxaborolan-2-yl)-1H-pyrrolo[2,3-b]pyridin-5-yl]-phenyl}-dimethyl-amine), IC=1N=CNC1 (4-iodoimidazole), [Li+].[Cl-] (LiCl), C(=O)([O-])[O-].[Na+].[Na+] (Na2CO3). The reagents and catalysts are Cl[Pd]([P](C1=CC=CC=C1)(C2=CC=CC=C2)C3=CC=CC=C3)([P](C4=CC=CC=C4)(C5=CC=CC=C5)C6=CC=CC=C6)Cl (dichlorobis(triphenylphosphine)palladium). The solvent is C1(=CC=CC=C1)C (toluene), CCO (EtOH), [Cl-].[Na+].O (brine). The product is C1(=CC=CC=C1)S(=O)(=O)N1C=C(C=2C1=NC=C(C2)C2=CC=C(C=C2)N(C)C)C=2N=CNC2 ({4-[1-Benzenesulfonyl-3-(1H-imidazol-4-yl)-1H-pyrrolo[2,3-b]pyridin-5-yl]-phenyl}-dimethyl-amine). Isolated yield 84.0%. As a reaction SMILES: [C:1]1([S:7]([N:10]2[C:14]3=[N:15][CH:16]=[C:17]([C:19]4[CH:24]=[CH:23][C:22]([N:25]([CH3:27])[CH3:26])=[CH:21][CH:20]=4)[CH:18]=[C:13]3[C:12](B3OC(C)(C)C(C)(C)O3)=[CH:11]2)(=[O:9])=[O:8])[CH:6]=[CH:5][CH:4]=[CH:3][CH:2]=1.I[C:38]1[N:39]=[CH:40][NH:41][CH:42]=1.[Li+].[Cl-].C([O-])([O-])=O.[Na+].[Na+]>C1(C)C=CC=CC=1.CCO.[Cl-].[Na+].O.Cl[Pd](Cl)([P](C1C=CC=CC=1)(C1C=CC=CC=1)C1C=CC=CC=1)[P](C1C=CC=CC=1)(C1C=CC=CC=1)C1C=CC=CC=1>[C:1]1([S:7]([N:10]2[C:14]3=[N:15][CH:16]=[C:17]([C:19]4[CH:24]=[CH:23][C:22]([N:25]([CH3:26])[CH3:27])=[CH:21][CH:20]=4)[CH:18]=[C:13]3[C:12]([C:38]3[N:39]=[CH:40][NH:41][CH:42]=3)=[CH:11]2)(=[O:8])=[O:9])[CH:6]=[CH:5][CH:4]=[CH:3][CH:2]=1 |f:2.3,4.5.6,9.10.11,^1:66,85|. Reported procedure: A mixture of 16 (150 mg, 0.298 mmol), 4-iodoimidazole (86.7 mg, 0.447 mmol), dichlorobis(triphenylphosphine)palladium (II) (20.9 mg, 0.0298 mmol), LiCl (37.9 mg, 0.894 mmol), 1M aq. Na2CO3 (0.75 mL, 0.75 mmol) in toluene (1.8 mL) and EtOH (1.8 mL) was microwaved at 120° C. for 15 min. The reaction mixture was cooled, brine (3 mL) was added and the aqueous layer extracted with ethyl acetate (3×5 mL). Sorbent (HM-N, Jones Chromatography) was added, the solvent evaporated and the product purified b... Reactants: COC([C@@H](CN(NC(=O)OC(C)(C)C)CC1=CC=C(C=C1)Br)O)=O ((R)-3-[N-(4-bromobenzyl)-N′-t-butoxycarbonylhydrazino]-2-hydroxypropionic acid methyl ester), CCO.Cl (EtOH HCl). Product: C(C)OC([C@@H](CN(N)CC1=CC=C(C=C1)Br)O)=O ((R)-3-[N-(4-Bromobenzyl)hydrazino]-2-hydroxypropionic Acid Ethyl Ester), Cl (HCl). The yield is 663.5%. Reaction SMILES: [CH3:1][O:2][C:3](=[O:24])[C@H:4]([OH:23])[CH2:5][N:6]([CH2:15][C:16]1[CH:21]=[CH:20][C:19]([Br:22])=[CH:18][CH:17]=1)[NH:7]C(OC(C)(C)C)=O.[CH3:25]CO.[ClH:28]>>[CH2:1]([O:2][C:3](=[O:24])[C@H:4]([OH:23])[CH2:5][N:6]([CH2:15][C:16]1[CH:21]=[CH:20][C:19]([Br:22])=[CH:18][CH:17]=1)[NH2:7])[CH3:25].[ClH:28] |f:1.2|. Procedure: A solution of (R)-3-[N-(4-bromobenzyl)-N′-t-butoxycarbonylhydrazino]-2-hydroxypropionic acid methyl ester (25 g, 62 mmol) in EtOH/HCl (1M, 310 mL, 0.3 mol) was stirred overnight until the reaction was complete. The mixture was then concentrated and the residue was washed with EtOAc (120 mL) and filtered. The solids were collected to yield the title compound as a white solid HCl salt (15 g). The reactants are [Cl-], COC(=O)c1ccccc1S(=O)(=O)Cl, Nc1cc(F)cc(Oc2cccnc2)c1, [NH4+], O, c1ccncc1. Yields the product COC(=O)c1ccccc1S(=O)(=O)Nc1cc(F)cc(Oc2cccnc2)c1. As a reaction SMILES: [Cl-:31].[Cl:16][S:17](=[O:18])(=[O:19])[c:20]1[c:21]([C:22](=[O:23])[O:24][CH3:25])[cH:26][cH:27][cH:28][cH:29]1.[F:1][c:2]1[cH:3][c:4]([NH2:5])[cH:6][c:7]([O:9][c:10]2[cH:11][n:12][cH:13][cH:14][cH:15]2)[cH:8]1.[NH4+:32].[OH2:30].[cH:33]1[cH:34][cH:35][n:36][cH:37][cH:38]1>>[F:1][c:2]1[cH:3][c:4]([NH:5][S:17](=[O:18])(=[O:19])[c:20]2[c:21]([C:22](=[O:23])[O:24][CH3:25])[cH:26][cH:27][cH:28][cH:29]2)[cH:6][c:7]([O:9][c:10]2[cH:11][n:12][cH:13][cH:14][cH:15]2)[cH:8]1. The reactants are ClC(Cl)Cl, O=[N+]([O-])c1ccccc1SCl, Nc1ccccc1SCc1ncon1. Yields the product O=[N+]([O-])c1ccccc1SNc1ccccc1SCc1ncon1. As a reaction SMILES: [CH:26]([Cl:27])([Cl:28])[Cl:29].[N+:1](=[O:2])([O-:3])[c:4]1[c:5]([S:10][Cl:11])[cH:6][cH:7][cH:8][cH:9]1.[NH2:12][c:13]1[c:14]([S:19][CH2:20][c:21]2[n:22][o:23][cH:24][n:25]2)[cH:15][cH:16][cH:17][cH:18]1>>[N+:1](=[O:2])([O-:3])[c:4]1[c:5]([S:10][NH:12][c:13]2[c:14]([S:19][CH2:20][c:21]3[n:22][o:23][cH:24][n:25]3)[cH:15][cH:16][cH:17][cH:18]2)[cH:6][cH:7][cH:8][cH:9]1. Starting materials: CC(=O)O, CO, CC(C)=O, OCC(O)COc1nc(N2CCNCC2)nc2ccccc12. Yields the product CC(=O)O, OCC(O)COc1nc(N2CCNCC2)nc2ccccc12. As a reaction SMILES: [CH3:23][C:24]([OH:25])=[O:26].[CH3:27][OH:28].[CH3:29][C:30]([CH3:31])=[O:32].[OH:1][CH:2]([CH2:3][O:4][c:5]1[n:6][c:7]([N:15]2[CH2:16][CH2:17][NH:18][CH2:19][CH2:20]2)[n:8][c:9]2[cH:10][cH:11][cH:12][cH:13][c:14]12)[CH2:21][OH:22]>>[CH3:23][C:24](=[O:25])[OH:26].[OH:1][CH:2]([CH2:3][O:4][c:5]1[n:6][c:7]([N:15]2[CH2:16][CH2:17][NH:18][CH2:19][CH2:20]2)[n:8][c:9]2[cH:10][cH:11][cH:12][cH:13][c:14]12)[CH2:21][OH:22]. Reactants: ClC1=CC=C(CC2=NC(=NN2C)C2=C(C=CC=C2F)Cl)C=C1 (5-(4-chlorobenzyl)-3-(2-chloro-6-fluorophenyl)-1-methyl-1H-1,2,4-triazole), chromic anhydride, O (water). Run in C(C)(=O)O (acetic acid). Conditions: time 8 hour. Yields the product ClC1=CC=C(C(=O)C2=NC(=NN2C)C2=C(C=CC=C2F)Cl)C=C1 (5-(4-chlorobenzoyl)-3-(2-chloro-6-fluorophenyl)-1-methyl-1H-1,2,4-triazole). RXN SMILES: [Cl:1][C:2]1[CH:22]=[CH:21][C:5]([CH2:6][C:7]2[N:11]([CH3:12])[N:10]=[C:9]([C:13]3[C:18]([F:19])=[CH:17][CH:16]=[CH:15][C:14]=3[Cl:20])[N:8]=2)=[CH:4][CH:3]=1.[OH2:23]>C(O)(=O)C>[Cl:1][C:2]1[CH:22]=[CH:21][C:5]([C:6]([C:7]2[N:11]([CH3:12])[N:10]=[C:9]([C:13]3[C:18]([F:19])=[CH:17][CH:16]=[CH:15][C:14]=3[Cl:20])[N:8]=2)=[O:23])=[CH:4][CH:3]=1. Reported procedure: To a solution of 2.0 g of 5-(4-chlorobenzyl)-3-(2-chloro-6-fluorophenyl)-1-methyl-1H-1,2,4-triazole in 20 ml of acetic acid at 10° C., was added 1.2 g of chromic anhydride. After stirring at room temperature overnight, the reaction mixture was poured into iced water and extracted with ethyl acetate. The ethyl acetate layer was washed with a saturatedaqueous sodium hydrogen carbonate solution and then with water, dried over magnesium sulfate and concentrated under reduced pressure. The residue wa... The product is O=C1N(CC2=CC(=CC=C12)C1=CC=C(C=C1)NC(=O)NC1=CC(=CC=C1)C(F)(F)F)CC(=O)O (2-(1-Oxo-5-(4-(3-(3-(trifluoromethyl)phenyl)ureido)phenyl)isoindolin-2-yl)acetic acid). Starting materials: CC([C@H](C(=O)O)N1C(C2=CC=C(C=C2C1)C1=CC=C(C=C1)NC(=O)NC1=CC(=CC=C1)C(F)(F)F)=O)C ((R)-3-Methyl-2-(1-oxo-5-(4-(3-(3-(trifluoromethyl)phenyl)ureido)phenyl)isoindolin-2-yl)butanoic acid), O=C1N(CC2=CC(=CC=C12)C1=CC=C(C=C1)NC(=O)NC1=CC(=CC=C1)C(F)(F)F)CC(=O)OC (Methyl 2-(1-oxo-5-(4-(3-(3-(trifluoromethyl)phenyl)ureido)phenyl)isoindolin-2-yl)acetate). Reaction SMILES: CC(C)[C@@H:3]([N:7]1[CH2:15][C:14]2[C:9](=[CH:10][CH:11]=[C:12]([C:16]3[CH:21]=[CH:20][C:19]([NH:22][C:23]([NH:25][C:26]4[CH:31]=[CH:30][CH:29]=[C:28]([C:32]([F:35])([F:34])[F:33])[CH:27]=4)=[O:24])=[CH:18][CH:17]=3)[CH:13]=2)[C:8]1=[O:36])[C:4]([OH:6])=[O:5].O=C1C2C(=CC(C3C=CC(NC(NC4C=CC=C(C(F)(F)F)C=4)=O)=CC=3)=CC=2)CN1CC(OC)=O>>[O:36]=[C:8]1[C:9]2[C:14](=[CH:13][C:12]([C:16]3[CH:17]=[CH:18][C:19]([NH:22][C:23]([NH:25][C:26]4[CH:31]=[CH:30][CH:29]=[C:28]([C:32]([F:34])([F:33])[F:35])[CH:27]=4)=[O:24])=[CH:20][CH:21]=3)=[CH:11][CH:10]=2)[CH2:15][N:7]1[CH2:3][C:4]([OH:6])=[O:5]. Procedure details: The compound of example 364 was prepared analogous to the compound of example 361 by hydrolysis of the compound of example 363. Reactants: CN(C(=N)N(C)C)C (1,1,3,3-Tetramethylguanidine), COC(C(NC(C1=C(C=C(C=C1C)C(=O)NCC1=CC(=CC=C1)O)Cl)=O)P(=O)(OC)OC)=O (rac.-N-[2-chloro4-[[(3-hydroxybenzyl)amino]carbonyl]-6-methylbenzoyl]-2-(dimethoxyphosphinyl)glycine methyl ester), N1=CC(=CC2=CC=CC=C12)C=O (quinoline-3-carboxaldehyde). Run in O1CCCC1 (tetrahydrofuran). Conditions: time 5 minute. The product is COC(/C(=C/C=1C=NC2=CC=CC=C2C1)/NC(C1=C(C=C(C=C1C)C(=O)NCC1=CC(=CC=C1)O)Cl)=O)=O ((Z)-2-[[2-chloro-4-[[(3-hydroxybenzyl)amino]carbonyl]-6-methylbenzoyl]amino]-3-(quinolin-3-yl)propenoic acid methyl ester). Yield: 56.1%. Reaction SMILES: CN(C)C(N(C)C)=N.[CH3:9][O:10][C:11](=[O:41])[CH:12](P(OC)(OC)=O)[NH:13][C:14](=[O:34])[C:15]1[C:20]([CH3:21])=[CH:19][C:18]([C:22]([NH:24][CH2:25][C:26]2[CH:31]=[CH:30][CH:29]=[C:28]([OH:32])[CH:27]=2)=[O:23])=[CH:17][C:16]=1[Cl:33].[N:42]1[C:51]2[C:46](=[CH:47][CH:48]=[CH:49][CH:50]=2)[CH:45]=[C:44]([CH:52]=O)[CH:43]=1>O1CCCC1>[CH3:9][O:10][C:11](=[O:41])/[C:12](/[NH:13][C:14](=[O:34])[C:15]1[C:20]([CH3:21])=[CH:19][C:18]([C:22]([NH:24][CH2:25][C:26]2[CH:31]=[CH:30][CH:29]=[C:28]([OH:32])[CH:27]=2)=[O:23])=[CH:17][C:16]=1[Cl:33])=[CH:52]/[C:44]1[CH:43]=[N:42][C:51]2[C:46]([CH:45]=1)=[CH:47][CH:48]=[CH:49][CH:50]=2. Reported procedure: 1,1,3,3-Tetramethylguanidine (30 μL, 0.24 mmol) was added to a solution of rac.-N-[2-chloro-4-[[(3-hydroxybenzyl)amino]carbonyl]-6-methylbenzoyl]-2-(dimethoxyphosphinyl)glycine methyl ester (Example 132; 55 mg, 0.11 mmol) in tetrahydrofuran (2 mL) at room temperature. After 5 min, quinoline-3-carboxaldehyde (18 mg, 0.114 mmol) was added and the solution was stirred at room temperature for 16 h. The reaction mixture was evaporated to dryness and the residue was dissolved in a solvent mixture of c... The reactants are BrC=1C(=NC(=CC1)Cl)N(C(C(C)(C)C)=O)CC=C (N-(3-bromo-6-chloro-2-pyridinyl)-2,2-dimethyl-N-2-propen-1-ylpropanamide), C[O-].[Na+] (sodium methoxide), O (water). Run in CO (methanol). Yields the product BrC=1C(=NC(=CC1)OC)N(C(C(C)(C)C)=O)CC=C (N-[3-Bromo-6-(methyloxy)-2-pyridinyl]-2,2-dimethyl-N-2-propen-1-ylpropanamide). The yield is 89.3%. Reaction SMILES: [Br:1][C:2]1[C:3]([N:9]([CH2:16][CH:17]=[CH2:18])[C:10](=[O:15])[C:11]([CH3:14])([CH3:13])[CH3:12])=[N:4][C:5](Cl)=[CH:6][CH:7]=1.[CH3:19][O-:20].[Na+].O>CO>[Br:1][C:2]1[C:3]([N:9]([CH2:16][CH:17]=[CH2:18])[C:10](=[O:15])[C:11]([CH3:14])([CH3:13])[CH3:12])=[N:4][C:5]([O:20][CH3:19])=[CH:6][CH:7]=1 |f:1.2|. Reported procedure: A solution of N-(3-bromo-6-chloro-2-pyridinyl)-2,2-dimethyl-N-2-propen-1-ylpropanamide (12.388 g, 37.370 mmol) in methanol (100 ml) at rt under argon was treated with sodium methoxide solution (25% w/v in methanol, 17.76 g, 82.212 mmol) and then heated at reflux for 42 h. The reaction was then cooled, treated with water (500 ml), and extracted with diethyl ether (3×200 ml). The organic extracts were dried (MgSO4), and evaporated to give the product (10.918 g, 89%).